From a dataset of the Open Reaction Database (ORD), a public repository of structured organic reaction records. describe an organic reaction: reactants, conditions, products, and yield The reactants are CC(=O)O, CCOC(C)=O, [K+], O=[Mn](=O)(=O)[O-], O, CSc1nc2cc(-c3ccc(-c4ccccc4)cc3)c(F)cc2[nH]1. The product is CS(=O)(=O)c1nc2cc(-c3ccc(-c4ccccc4)cc3)c(F)cc2[nH]1. As a reaction SMILES: [CH3:32][C:33](=[O:34])[OH:35].[CH3:36][CH2:37][O:38][C:39]([CH3:40])=[O:41].[K+:6].[Mn:1](=[O:2])([O-:3])(=[O:4])=[O:5].[OH2:31].[c:7]1(-[c:25]2[cH:26][cH:27][cH:28][cH:29][cH:30]2)[cH:8][cH:9][c:10](-[c:13]2[cH:14][c:15]3[c:16]([nH:17][c:18]([S:20][CH3:21])[n:19]3)[cH:22][c:23]2[F:24])[cH:11][cH:12]1>>[O:2]=[S:20]([c:18]1[nH:17][c:16]2[c:15]([cH:14][c:13](-[c:10]3[cH:9][cH:8][c:7](-[c:25]4[cH:26][cH:27][cH:28][cH:29][cH:30]4)[cH:12][cH:11]3)[c:23]([F:24])[cH:22]2)[n:19]1)([CH3:21])=[O:31].